This data is from the Open Reaction Database (ORD), a public repository of structured organic reaction records. The task is: describe an organic reaction: reactants, conditions, products, and yield Starting materials: CC1=NC=C(C=C1)C(C1=CC=CC=C1)C1=CC=CC=C1 (2-methyl-5-(diphenylmethyl) pyridine), O (water), [Mn](=O)(=O)(=O)[O-].[K+] (potassiumpermanganate), [Mn](=O)(=O)(=O)[O-].[K+] (potassiumpermanganate), O (water). Run at temperature 25 celsius. The product is C1(=CC=CC=C1)C(C=1C=CC(=NC1)C(=O)O)C1=CC=CC=C1 (5-(Diphenylmethyl)-Picolinic Acid). As a reaction SMILES: [CH3:1][C:2]1[CH:7]=[CH:6][C:5]([CH:8]([C:15]2[CH:20]=[CH:19][CH:18]=[CH:17][CH:16]=2)[C:9]2[CH:14]=[CH:13][CH:12]=[CH:11][CH:10]=2)=[CH:4][N:3]=1.[Mn]([O-])(=O)(=O)=[O:22].[K+].[OH2:27]>>[C:15]1([CH:8]([C:9]2[CH:14]=[CH:13][CH:12]=[CH:11][CH:10]=2)[C:5]2[CH:6]=[CH:7][C:2]([C:1]([OH:22])=[O:27])=[N:3][CH:4]=2)[CH:20]=[CH:19][CH:18]=[CH:17][CH:16]=1 |f:1.2|. Reported procedure: 18 g. 2-methyl-5-(diphenylmethyl) pyridine, 1 liter of water, 9 g. of potassiumpermanganate are heated on a steam bath for about 3 hours until the reaction mixture is colorless. 9 g. of potassiumpermanganate, 200 milliliters of water are added and the reaction mixture is heated for about 5 hours until colorless. Filter and wash thoroughly with hot water (70°-90° C.), combine the filtrate and washes, cool to about 25° C., acidify with hydrochloric acid, and recover the 5-(diphenylmethyl)-picolini...